This data is from the Open Reaction Database (ORD), a public repository of structured organic reaction records. The task is: describe an organic reaction: reactants, conditions, products, and yield The reactants are C(C1=CC=CC=C1)C1=CC=C2C=NC(=NN21)S(=O)C (7-Benzyl-2-methanesulfinyl-pyrrolo[2,1-f][1,2,4]triazine), CN1CCN(CC1)C1=CC=C(C=C1)N (4-(4-Methyl-piperazin-1-yl)-phenylamine), C(C)(C)N(C(C)C)CC (N,N-Diisopropylethylamine), COCC(C)O (1-Methoxy-2-propanol). The product is C(C1=CC=CC=C1)C1=CC=C2C=NC(=NN21)NC2=CC=C(C=C2)N2CCN(CC2)C ((7-Benzyl-pyrrolo[2,1-f][1,2,4]triazin-2-yl)-[4-(4-methyl-piperazin-1-yl)-phenyl]-amine). The yield is 42.0%. RXN SMILES: [CH2:1]([C:8]1[N:16]2[C:11]([CH:12]=[N:13][C:14](S(C)=O)=[N:15]2)=[CH:10][CH:9]=1)[C:2]1[CH:7]=[CH:6][CH:5]=[CH:4][CH:3]=1.[CH3:20][N:21]1[CH2:26][CH2:25][N:24]([C:27]2[CH:32]=[CH:31][C:30]([NH2:33])=[CH:29][CH:28]=2)[CH2:23][CH2:22]1.C(N(CC)C(C)C)(C)C.COCC(O)C>>[CH2:1]([C:8]1[N:16]2[C:11]([CH:12]=[N:13][C:14]([NH:33][C:30]3[CH:29]=[CH:28][C:27]([N:24]4[CH2:23][CH2:22][N:21]([CH3:20])[CH2:26][CH2:25]4)=[CH:32][CH:31]=3)=[N:15]2)=[CH:10][CH:9]=1)[C:2]1[CH:7]=[CH:6][CH:5]=[CH:4][CH:3]=1. Procedure: Into a microwave vial, 7-Benzyl-2-methanesulfinyl-pyrrolo[2,1-f][1,2,4]triazine (0.120 g, 0.442 mmol), 4-(4-Methyl-piperazin-1-yl)-phenylamine (0.186 g, 0.973 mmol), N,N-Diisopropylethylamine (0.169 mL, 0.973 mmol), and 1-Methoxy-2-propanol (0.50 mL, 5.1 mmol) were added. The reaction was microwaved on 300 watts, 180° C. for 2 hours. The solvent was removed under vacuum. The reaction mixture was purified via HPLC reverse phase chromatography with 0.1% TFA in Water and 0.1% TFA in ACN. The collec... The reactants are BrC=1C=CC(=C(CN(CC)C2=CC=C(N=N2)C(=O)OCCCC)C1)OCC(C)C (Butyl 6-[N-(5-bromo-2-(2-methylpropoxy)benzyl)-N-ethylamino]pyridazine-3-carboxylate), solution, [OH-].[Na+] (sodium hydroxide), C(C)OCC.CCCCCC (diethyl ether hexane), ester. Solvent: C1CCOC1 (THF), CO (methanol). The product is BrC=1C=CC(=C(CN(CC)C2=CC=C(N=N2)C(=O)O)C1)OCC(C)C (6-[N-(5-Bromo-2-(2-methylpropoxy)benzyl)-N-ethylamino]pyridazine-3-carboxylic acid). The yield is 73.0%. As a reaction SMILES: [Br:1][C:2]1[CH:3]=[CH:4][C:5]([O:25][CH2:26][CH:27]([CH3:29])[CH3:28])=[C:6]([CH:24]=1)[CH2:7][N:8]([C:11]1[N:16]=[N:15][C:14]([C:17]([O:19]CCCC)=[O:18])=[CH:13][CH:12]=1)[CH2:9][CH3:10].[OH-].[Na+].C(OCC)C.CCCCCC>C1COCC1.CO>[Br:1][C:2]1[CH:3]=[CH:4][C:5]([O:25][CH2:26][CH:27]([CH3:28])[CH3:29])=[C:6]([CH:24]=1)[CH2:7][N:8]([C:11]1[N:16]=[N:15][C:14]([C:17]([OH:19])=[O:18])=[CH:13][CH:12]=1)[CH2:9][CH3:10] |f:1.2,3.4|. Procedure details: Butyl 6-[N-(5-bromo-2-(2-methylpropoxy)benzyl)-N-ethylamino]pyridazine-3-carboxylate (reference example 10) (0.22 g, 0.47 mmol) in THF (3 ml) and methanol (3 ml) was treated with a 1N solution of aqueous sodium hydroxide (3 ml) and left at ambient temperature for 1.5 hours (after which time TLC (1:1 diethyl ether/hexane) indicated that none of the ester remained). The reaction mixture was evaporated to low bulk, taken up in a little water and acidified with acetic acid to produce a gum. The gum ...